This data is from the Open Reaction Database (ORD), a public repository of structured organic reaction records. The task is: describe an organic reaction: reactants, conditions, products, and yield Reactants: CO (methanol), NC1=C(C=CC=C1Br)O (2-amino-3-bromophenol), trimethylformate, Cl (hydrochloric acid), CO (methanol). Reaction conditions: temperature 90 celsius. Product: BrC1=CC=CC2=C1N=CO2 (4-Bromobenzoxazole). The yield is 65.0%. As a reaction SMILES: [NH2:1][C:2]1[C:7]([Br:8])=[CH:6][CH:5]=[CH:4][C:3]=1[OH:9].Cl.[CH3:11]O>>[Br:8][C:7]1[C:2]2[N:1]=[CH:11][O:9][C:3]=2[CH:4]=[CH:5][CH:6]=1. Procedure: Following a literature procedure (Org. Prep. & Proc. Int. 22(5), 613 (1990)), a solution of 2-amino-3-bromophenol (800 mg, 4.25 mmol) and trimethylformate (0.685 mL, 6.25 mmol) in methanol (1.25 mL) was treated with concentrated hydrochloric acid (0.01 mL). The flask was fitted with a short path distillation apparatus. The temperature of the solution was slowly raised to 90° C. and maintained until the methanol had finished distilling. Upon cooling, the residue crystallized and was dissolved in ... Starting materials: C(C)(=O)NCCCN1N=NN=C1S (1-(3-acetamidopropyl)-1H-tetrazole-5-thiol), Cl (hydrochloric acid). Product: Cl.NCCCN1N=NN=C1S (1-(3-aminopropyl)-1H-tetrazole-5-thiol hydrochloride). As a reaction SMILES: C([NH:4][CH2:5][CH2:6][CH2:7][N:8]1[C:12]([SH:13])=[N:11][N:10]=[N:9]1)(=O)C.[ClH:14]>>[ClH:14].[NH2:4][CH2:5][CH2:6][CH2:7][N:8]1[C:12]([SH:13])=[N:11][N:10]=[N:9]1 |f:2.3|. Procedure: A mixture of 1-(3-acetamidopropyl)-1H-tetrazole-5-thiol (85 g) and 6 N hydrochloric acid (1 l) was refluxed for 75 minutes under stirring. The reaction mixture was concentrated in vacuo and precipitates were collected by filtration and washed with hexane and diethyl ether to give 1-(3-aminopropyl)-1H-tetrazole-5-thiol hydrochloride (67.15 g). Starting materials: C(C)(C)(C)C1=C(C=CC=C1)O (2-(tert-butyl)phenol), [O-]P(=O)([O-])[O-].[K+].[K+].[K+] (K3PO4), ice, OCCC1CCN(CC1)C(=O)OC(C)(C)C (tert-butyl 4-(2-hydroxyethyl)piperidine-1-carboxylate), p-TsCl, O (water). Run in CN(C)C=O (DMF), N1=CC=CC=C1 (pyridine). Reaction conditions: time 16 hour. The product is C(C)(C)(C)C1=C(OCCC2CCN(CC2)C(=O)OC(C)(C)C)C=CC=C1 (tert-butyl 4-[2-(2-tert-butylphenoxy)ethyl]piperidine-1-carboxylate). The yield is 121.8%. RXN SMILES: [OH:1][CH2:2][CH2:3][CH:4]1[CH2:9][CH2:8][N:7]([C:10]([O:12][C:13]([CH3:16])([CH3:15])[CH3:14])=[O:11])[CH2:6][CH2:5]1.[C:17]([C:21]1[CH:26]=[CH:25][CH:24]=[CH:23][C:22]=1O)([CH3:20])([CH3:19])[CH3:18].[O-]P([O-])([O-])=O.[K+].[K+].[K+].O>N1C=CC=CC=1.CN(C=O)C>[C:17]([C:21]1[CH:26]=[CH:25][CH:24]=[CH:23][C:22]=1[O:1][CH2:2][CH2:3][CH:4]1[CH2:5][CH2:6][N:7]([C:10]([O:12][C:13]([CH3:16])([CH3:15])[CH3:14])=[O:11])[CH2:8][CH2:9]1)([CH3:20])([CH3:19])[CH3:18] |f:2.3.4.5|. Procedure: To an ice-cold stirred solution of tert-butyl 4-(2-hydroxyethyl)piperidine-1-carboxylate (44.3 g, 193 mmol) in pyridine (30.0 mL) was added p-TsCl (5.63 g, 30.0 mmol). After stirring for 16 h at room temperature, the reaction mixture was concentrated under reduced pressure and the resulting residue was partitioned between ethyl acetate (300.0 ml) and 1.0 N hydrochloric acid (200.0 mL) and separated. The organic layer was washed with water (2×100 mL), saturated sodium chloride (100 mL), dried (Mg... RXN SMILES: [CH3:1][O:2][C:3]([N:5]1[C:13]2[C:8](=[C:9]([CH2:15][C:16]([O:18][CH2:19][CH3:20])=[O:17])[C:10]([Cl:14])=[CH:11][CH:12]=2)[CH:7]=[C:6]1[CH3:21])=[O:4].[Se](O)(O)=[O:23]>O1CCOCC1.CCOC(C)=O>[CH3:1][O:2][C:3]([N:5]1[C:13]2[C:8](=[C:9]([CH2:15][C:16]([O:18][CH2:19][CH3:20])=[O:17])[C:10]([Cl:14])=[CH:11][CH:12]=2)[CH:7]=[C:6]1[CH:21]=[O:23])=[O:4]. Reported procedure: 5-Chloro-4-ethoxycarbonylmethyl-2-methyl-indole-1-carboxylic acid methyl ester (398 mg, 1.28 mmol) is dissolved under an atmosphere of argon in dioxane (18 ml). Selenious acid (331 mg, 2.56 mmol) is added, and the reaction mixture is heated to 100° C. for 18 hours. TLC analysis indicates complete conversion of the starting material. The reaction mixture is diluted with EtOAc and poured on water. The organic layer is washed with saturated aqueous NaCl solution, dried over Na2SO4 and concentrated.... The product is COC(=O)N1C(=CC2=C(C(=CC=C12)Cl)CC(=O)OCC)C=O (5-Chloro-4-ethoxycarbonylmethyl-2-formyl-indole-1-carboxylic acid methyl ester). Reaction conditions: temperature 100 celsius. The solvent is O1CCOCC1 (dioxane), CCOC(=O)C (EtOAc). The reactants are COC(=O)N1C(=CC2=C(C(=CC=C12)Cl)CC(=O)OCC)C (5-Chloro-4-ethoxycarbonylmethyl-2-methyl-indole-1-carboxylic acid methyl ester), [Se](=O)(O)O (Selenious acid). Reactants: ClC1=NC=CC(=N1)C=1C(=NN2C1C=CC=C2)C=2C=C(C=CC2)NC(C2=C(C=CC=C2F)F)=O (N-{3-[3-(2-chloro-4-pyrimidinyl)pyrazolo[1,5-a]pyridin-2-yl]phenyl}-2,6-difluorobenzamide), NC1=CC=C(C=C1)NC(CN(C)C)=O (N-(4-aminophenyl)-N2,N2-dimethylglycinamide). The product is C1NCCC2=CC=C(C=C12)NC1=NC=CC(=N1)C=1C(=NN2C1C=CC=C2)C=2C=C(C=CC2)NC(C2=CC=CC=C2)=O (N-(3-{3-[2-(1,2,3,4-tetrahydro-7-isoquinolinylamino)-4-pyrimidinyl]-pyrazolo[1,5-a]pyridin-2-yl}phenyl)benzamide). RXN SMILES: Cl[C:2]1[N:7]=[C:6]([C:8]2[C:9]([C:17]3[CH:18]=[C:19]([NH:23][C:24](=[O:33])[C:25]4[C:30](F)=[CH:29][CH:28]=[CH:27][C:26]=4F)[CH:20]=[CH:21][CH:22]=3)=[N:10][N:11]3[CH:16]=[CH:15][CH:14]=[CH:13][C:12]=23)[CH:5]=[CH:4][N:3]=1.N[C:35]1[CH:40]=[CH:39][C:38]([NH:41]C(=O)CN(C)C)=[CH:37][CH:36]=1>>[CH2:2]1[C:36]2[C:35](=[CH:40][CH:39]=[C:38]([NH:41][C:2]3[N:7]=[C:6]([C:8]4[C:9]([C:17]5[CH:18]=[C:19]([NH:23][C:24](=[O:33])[C:25]6[CH:30]=[CH:29][CH:28]=[CH:27][CH:26]=6)[CH:20]=[CH:21][CH:22]=5)=[N:10][N:11]5[CH:16]=[CH:15][CH:14]=[CH:13][C:12]=45)[CH:5]=[CH:4][N:3]=3)[CH:37]=2)[CH2:5][CH2:4][NH:3]1. Procedure details: The title compound was prepared from N-{3-[3-(2-chloro-4-pyrimidinyl)pyrazolo[1,5-a]pyridin-2-yl]phenyl}-2,6-difluorobenzamide and N-(4-aminophenyl)-N2,N2-dimethylglycinamide by a procedure similar to Example 64. 1H NMR (400 MHz, DMSO-d6) δ 2.29 (s, 6H), 3.09 (s, 2H), 6.46 (d, 1H, J=5.3 Hz), 7.10 (t, 1H, J=6.7 Hz), 7.22 (d, 2H, J=8.0 Hz), 7.34 (d, 1H, J=7.7 Hz), 7.42-7.51 (m, 4H), 7.56 (t, 1H, J=8.2 Hz), 7.61 (d, 2H, J=8.9 Hz), 7.80 (d, 1H, J=8.0 Hz), 7.96 (s, 1H), 8.22 (d, 1H, J=5.3 Hz), 8.46 (... The reactants are N1=C(C=CC=C1)C(C(=S)N)(C)C1=CC=CC=C1 (α-(2-pyridyl)-α-phenylthiopropionamide), C(CN)N (ethylene diamine). Conditions: temperature 140 celsius. Yields the product N1=C(C=CC=C1)C(C1=CC=CC=C1)(C)C=1NCCN1 (2-[α-(2-pyridyl)-α-methylbenzyl]-imidazoline). Reaction SMILES: [N:1]1[CH:6]=[CH:5][CH:4]=[CH:3][C:2]=1[C:7]([C:12]1[CH:17]=[CH:16][CH:15]=[CH:14][CH:13]=1)([CH3:11])[C:8]([NH2:10])=S.[CH2:18](N)[CH2:19][NH2:20]>>[N:1]1[CH:6]=[CH:5][CH:4]=[CH:3][C:2]=1[C:7]([C:8]1[NH:20][CH2:19][CH2:18][N:10]=1)([CH3:11])[C:12]1[CH:17]=[CH:16][CH:15]=[CH:14][CH:13]=1. Procedure details: Under a nitrogen atmosphere, heat (bath at 140° C) under reflux conditions 2 g. of α-(2-pyridyl)-α-phenylthiopropionamide and 20 ml. of ethylene diamine. Evaporate off the excess diamine, dissolve the residue in benzene, filter, wash, dry and evaporate the benzene solution. Crystallize the residual pale green oil from isopropyl ether to yield 2-[α-(2-pyridyl)-α-methylbenzyl]-imidazoline, m.p. 102°-103° C. The maleate salt, crystallized from acetonitrile, melts at 156.5°-158° C. The reactants are C(C)OC(=O)C=1C(=NC(=C(C1Cl)[N+](=O)[O-])Cl)C (4,6-Dichloro-2-methyl-5-nitropyridine-3-carboxylic acid ethyl ester), C(C)NN (ethyl hydrazine), CO (methanol), O (water). Solvent: C(C)N(CC)CC (triethylamine). Product: ClC1=C(C(=NC(=C1[N+](=O)[O-])NNCC)C)C(=O)OCC (4-Chloro-6-(1-ethyl)hydrazino-2-methyl-5-nitropyridine-3-carboxylic acid, ethyl ester). As a reaction SMILES: [CH2:1]([O:3][C:4]([C:6]1[C:7]([CH3:17])=[N:8][C:9](Cl)=[C:10]([N+:13]([O-:15])=[O:14])[C:11]=1[Cl:12])=[O:5])[CH3:2].CO.O.[CH2:21]([NH:23][NH2:24])[CH3:22]>C(N(CC)CC)C>[Cl:12][C:11]1[C:10]([N+:13]([O-:15])=[O:14])=[C:9]([NH:24][NH:23][CH2:21][CH3:22])[N:8]=[C:7]([CH3:17])[C:6]=1[C:4]([O:3][CH2:1][CH3:2])=[O:5]. Procedure details: 27.9 g. of 4,6-Dichloro-2-methyl-5-nitropyridine-3-carboxylic acid ethyl ester (0.2 mol.) are dissolved in about 100 ml. of methanol and 20 ml. of water. 15 g. of triethylamine are added and at 25°-30° 4.5 g. ethyl hydrazine are dropped in with stirring. After the addition is complete, stirring is continued for 1 additional hour. On cooling, 4-chloro-6-(1-ethyl)hydrazino-2-methyl-5-nitropyridine-3-carboxylic acid, ethyl ester precipitates, yield 19.7 g. (65%) m.p. 117°-120°.